This data is from the Open Reaction Database (ORD), a public repository of structured organic reaction records. The task is: describe an organic reaction: reactants, conditions, products, and yield Starting materials: BrC1=C(C=CC=C1)C=1N(C=CN1)COCC[Si](C)(C)C (2-(2-bromophenyl)-1-{[2-(trimethylsilyl)ethoxy]methyl}-1H-imidazole), FC1=C(C=CC(=C1)F)CCC1=CC=C(C=C1)S(=O)(=O)C1=CC=CC=C1 (2,4-difluoro-1-{2-[4-(phenylsulfonyl)phenyl]ethyl}benzene). Product: FC1=C(C=CC(=C1)F)/C=C/C1=CC=C(C=C1)S(=O)(=O)C1=C(C=CC=C1)C=1N(C=CN1)COCC[Si](C)(C)C (2-[2-({4-[(E)-2-(2,4-Difluorophenyl)vinyl]phenyl}sulfonyl)phenyl]-1-{[2-(trimethylsilyl)ethoxy]methyl}-1H-imidazole). RXN SMILES: Br[C:2]1[CH:7]=[CH:6][CH:5]=[CH:4][C:3]=1[C:8]1[N:9]([CH2:13][O:14][CH2:15][CH2:16][Si:17]([CH3:20])([CH3:19])[CH3:18])[CH:10]=[CH:11][N:12]=1.[F:21][C:22]1[CH:27]=[C:26]([F:28])[CH:25]=[CH:24][C:23]=1[CH2:29][CH2:30][C:31]1[CH:36]=[CH:35][C:34]([S:37](C2C=CC=CC=2)(=[O:39])=[O:38])=[CH:33][CH:32]=1>>[F:21][C:22]1[CH:27]=[C:26]([F:28])[CH:25]=[CH:24][C:23]=1/[CH:29]=[CH:30]/[C:31]1[CH:36]=[CH:35][C:34]([S:37]([C:2]2[CH:7]=[CH:6][CH:5]=[CH:4][C:3]=2[C:8]2[N:9]([CH2:13][O:14][CH2:15][CH2:16][Si:17]([CH3:20])([CH3:19])[CH3:18])[CH:10]=[CH:11][N:12]=2)(=[O:39])=[O:38])=[CH:33][CH:32]=1. Reported procedure: 2-[2-({4-[(E)-2-(2,4-Difluorophenyl)vinyl]phenyl}sulfonyl)phenyl]-1-{[2-(trimethylsilyl)ethoxy]methyl}-1H-imidazole was prepared according to the method of Example 135 Step 2 using 2-(2-bromophenyl)-1-{[2-(trimethylsilyl)ethoxy]methyl}-1H-imidazole (Step 1) in place of (S)-1-(2-iodophenyl)ethanol and Intermediate 2 in place of Intermediate 1. The reactants are CCO, CCOC(=O)CNc1nccnc1Cl, Cl, [Na+], [OH-]. Product: O=C(O)CNc1nccnc1Cl. Reaction SMILES: [CH3:18][CH2:19][OH:20].[Cl:3][c:4]1[c:5]([NH:10][CH2:11][C:12](=[O:13])[O:14][CH2:15][CH3:16])[n:6][cH:7][cH:8][n:9]1.[ClH:17].[Na+:2].[OH-:1]>>[Cl:3][c:4]1[c:5]([NH:10][CH2:11][C:12](=[O:13])[OH:14])[n:6][cH:7][cH:8][n:9]1. The reactants are Cl (HCl), [OH-].[Na+] (sodium hydroxide), ClC1=NC=CC2=CC(=C(C=C12)Cl)F (1,7-Dichloro-6-fluoro-isoquinoline), [H-].[Na+] (sodium hydride), C(C1=CC=CC=C1)O (benzyl alcohol), [H-].[Na+] (sodium hydride), C(C)(C)(C)OC(N[C@@H]1CC[C@@H](CC1)O)=O (cis-(4-hydroxy-cyclohexyl)-carbamic acid tert-butyl ester). The solvent is CO (methanol), CC(=O)N(C)C (dimethyl acetamide), CC(=O)N(C)C (dimethyl acetamide). Run at time 30 minute. Yields the product N[C@H]1CC[C@H](CC1)OC=1C=C2C=CNC(C2=CC1Cl)=O (6-(cis-4-Amino-cyclohexyloxy)-7-chloro-2H-isoquinolin-1-one). Isolated yield 16.0%. As a reaction SMILES: C(OC(=O)[NH:7][C@H:8]1[CH2:13][CH2:12][C@@H:11]([OH:14])[CH2:10][CH2:9]1)(C)(C)C.[H-].[Na+].Cl[C:19]1[C:28]2[C:23](=[CH:24][C:25](F)=[C:26]([Cl:29])[CH:27]=2)[CH:22]=[CH:21][N:20]=1.C([OH:38])C1C=CC=CC=1.Cl.[OH-].[Na+]>CC(N(C)C)=O.CO>[NH2:7][C@@H:8]1[CH2:9][CH2:10][C@H:11]([O:14][C:25]2[CH:24]=[C:23]3[C:28](=[CH:27][C:26]=2[Cl:29])[C:19](=[O:38])[NH:20][CH:21]=[CH:22]3)[CH2:12][CH2:13]1 |f:1.2,6.7|. Procedure: 2.19 g (10.2 mmol) of cis-(4-hydroxy-cyclohexyl)-carbamic acid tert-butyl ester were dissolved in 20 ml of dimethyl acetamide. Under argon atmosphere, 814 mg (20.4 mmol) of sodium hydride (60%) were added and the mixture was stirred at room temperature. After 30 min, a solution of 2.0 g (9.26 mmol) of 1,7-dichloro-6-fluoro-isoquinoline (6) in 5 ml of dimethyl acetamide was added and stirring was continued at room temperature. After 1 h, 2.0 g (18.5 mmol) of benzyl alcohol and 740 mg (18.5 mmol) ...